Dataset: the Open Reaction Database (ORD), a public repository of structured organic reaction records. Task: describe an organic reaction: reactants, conditions, products, and yield Reactants: N1=CC=CC=C1 (pyridine), [Si](C)(C)(C(C)(C)C)N1C([C@@H]([C@H]1CC(CC(=O)OCC1=CC=C(C=C1)[N+](=O)[O-])O)[C@@H](C)O[Si](C)(C)C(C)(C)C)=O ((3S,4R)-1-(t-butyldimethylsilyl)-3-[(R)-1-(t-butyldimethylsilyloxy)ethyl]-4-[3-(4-nitrobenzyl)oxycarbonyl-2-hydroxypropyl]azetidin-2-one). The reagents and catalysts are [O-2].[O-2].[O-2].[Cr+6] (chromium trioxide). Solvent: C(Cl)Cl (methylene chloride), C(Cl)Cl (methylene chloride). Run at time 15 minute. The product is [Si](C)(C)(C(C)(C)C)N1C([C@@H]([C@H]1CC(CC(=O)OCC1=CC=C(C=C1)[N+](=O)[O-])=O)[C@@H](C)O[Si](C)(C)C(C)(C)C)=O ((3S,4R)-1-(t-butyldimethylsilyl)-3-[(R)-1 -(t-butyldimethylsilyloxy)ethyl]-4-[3-(4-nitrobenzyl)oxycarbonyl-2-oxopropyl]azetidin-2-one). As a reaction SMILES: N1C=CC=CC=1.[Si:7]([N:14]1[C@H:17]([CH2:18][CH:19]([OH:34])[CH2:20][C:21]([O:23][CH2:24][C:25]2[CH:30]=[CH:29][C:28]([N+:31]([O-:33])=[O:32])=[CH:27][CH:26]=2)=[O:22])[C@@H:16]([C@H:35]([O:37][Si:38]([C:41]([CH3:44])([CH3:43])[CH3:42])([CH3:40])[CH3:39])[CH3:36])[C:15]1=[O:45])([C:10]([CH3:13])([CH3:12])[CH3:11])([CH3:9])[CH3:8]>C(Cl)Cl.[O-2].[O-2].[O-2].[Cr+6]>[Si:7]([N:14]1[C@H:17]([CH2:18][C:19](=[O:34])[CH2:20][C:21]([O:23][CH2:24][C:25]2[CH:30]=[CH:29][C:28]([N+:31]([O-:33])=[O:32])=[CH:27][CH:26]=2)=[O:22])[C@@H:16]([C@H:35]([O:37][Si:38]([C:41]([CH3:44])([CH3:43])[CH3:42])([CH3:39])[CH3:40])[CH3:36])[C:15]1=[O:45])([C:10]([CH3:12])([CH3:11])[CH3:13])([CH3:9])[CH3:8] |f:3.4.5.6|. Procedure: Anhydrous chromium trioxide (10.0 mmol) is added to a soution of anhydrous pyridine (20.0 mmol) in 30 ml of anhydrous methylene chloride. After stirring at room temperature for 15 min., the reaction mixture is treated all at once with a solution of (3S,4R)-1-(t-butyldimethylsilyl)-3-[(R)-1-(t-butyldimethylsilyloxy)ethyl]-4-[3-(4-nitrobenzyl)oxycarbonyl-2-hydroxypropyl]azetidin-2-one (1.00 mmol) in anhydrous methylene chloride (8 ml). The resulting mixture is stirred at room temperature for 5 min... Starting materials: CCOC(=O)c1ccc(Nc2cccc(CO)c2)c([N+](=O)[O-])c1, CO. The product is CCOC(=O)c1ccc(Nc2cccc(CO)c2)c(N)c1. As a reaction SMILES: [CH2:1]([CH3:2])[O:3][C:4]([c:5]1[cH:6][c:7]([N+:20]([O-:21])=[O:22])[c:8]([NH:11][c:12]2[cH:13][c:14]([CH2:18][OH:19])[cH:15][cH:16][cH:17]2)[cH:9][cH:10]1)=[O:23].[CH3:24][OH:25]>>[CH2:1]([CH3:2])[O:3][C:4]([c:5]1[cH:6][c:7]([NH2:20])[c:8]([NH:11][c:12]2[cH:13][c:14]([CH2:18][OH:19])[cH:15][cH:16][cH:17]2)[cH:9][cH:10]1)=[O:23]. The reactants are COC1=CC=C2CCNC(C2=C1)=O (7-methoxy-3,4-dihydro-2H-isoquinolin-1-one), IC=1C=NC=CC1C (3-iodo-4-methyl-pyridine), trans-N,N′-dimethyl-cyclohexyl-1,2-diamine, P(=O)([O-])([O-])[O-].[K+].[K+].[K+] (potassium phosphate). The reagents and catalysts are [Cu](I)I (copper iodide). The solvent is O1CCOCC1 (1,4-dioxane). The product is COC1=CC=C2CCN(C(C2=C1)=O)C=1C=NC=CC1C (7-Methoxy-2-(4-methyl-pyridin-3-yl)-3,4-dihydro-2H-isoquinolin-1-one). The yield is 28.0%. Reaction SMILES: [CH3:1][O:2][C:3]1[CH:12]=[C:11]2[C:6]([CH2:7][CH2:8][NH:9][C:10]2=[O:13])=[CH:5][CH:4]=1.I[C:15]1[CH:16]=[N:17][CH:18]=[CH:19][C:20]=1[CH3:21].P([O-])([O-])([O-])=O.[K+].[K+].[K+]>[Cu](I)I.O1CCOCC1>[CH3:1][O:2][C:3]1[CH:12]=[C:11]2[C:6]([CH2:7][CH2:8][N:9]([C:15]3[CH:16]=[N:17][CH:18]=[CH:19][C:20]=3[CH3:21])[C:10]2=[O:13])=[CH:5][CH:4]=1 |f:2.3.4.5|. Procedure details: Using analogous reaction conditions as described in Example 1, 7-methoxy-3,4-dihydro-2H-isoquinolin-1-one (I-26b: 400 mg, 2.259 mmol) was reacted with 3-iodo-4-methyl-pyridine (495 mg, 2.259 mmol), 1,4-dioxane (25 mL), copper iodide (43 mg, 0.225 mmol), trans-N,N′-dimethyl-cyclohexyl-1,2-diamine (96.23 mg, 0.677 mmol) and potassium phosphate (1.197 g, 5.647 mmol) to afford the crude product. Purification by column chromatography on silica gel (40% ethylacetate in hexane) afforded 170 mg of the p...